This data is from the Open Reaction Database (ORD), a public repository of structured organic reaction records. The task is: describe an organic reaction: reactants, conditions, products, and yield Starting materials: COC(=O)CC(=O)c1cccnc1, Cc1ccccc1, CC(C)O, O=CO, N. Yields the product COC(=O)C=C(N)c1cccnc1. Reaction SMILES: [C:1]([c:2]1[cH:3][n:4][cH:5][cH:6][cH:7]1)(=[O:8])[CH2:9][C:10](=[O:11])[O:12][CH3:13].[CH3:22][c:23]1[cH:24][cH:25][cH:26][cH:27][cH:28]1.[CH:14]([OH:15])([CH3:16])[CH3:17].[CH:18]([OH:19])=[O:20].[NH3:21]>>[C:1]([c:2]1[cH:3][n:4][cH:5][cH:6][cH:7]1)(=[CH:9][C:10](=[O:11])[O:12][CH3:13])[NH2:21]. The reactants are ( 4 ), C1(=CC=CC=C1)CC(=O)NC1[C@@H]2N(C(=C(CS2)COC(COC2=CC=C(C=C2)OC)=O)C(=O)OC(C2=CC=CC=C2)C2=CC=CC=C2)C1=O (Benzhydryl 7-(2-phenylacetamido)-3-[2-(4-methoxyphenoxy)acetoxymethyl]-3-cephem-4-carboxylate), P(Cl)(Cl)(Cl)(Cl)Cl (phosphorus pentachloride), N1=CC=CC=C1 (pyridine). The solvent is CO (methanol). Product: NC1[C@@H]2N(C(=C(CS2)COC(COC2=CC=C(C=C2)OC)=O)C(=O)OC(C2=CC=CC=C2)C2=CC=CC=C2)C1=O (benzhydryl 7-amino-3-[2-(4-methoxyphenoxy)acetoxymethyl]-3-cephem-4-carboxylate). The yield is 92.8%. As a reaction SMILES: C1(CC([NH:10][CH:11]2[C:48](=[O:49])[N:13]3[C:14]([C:32]([O:34][CH:35]([C:42]4[CH:47]=[CH:46][CH:45]=[CH:44][CH:43]=4)[C:36]4[CH:41]=[CH:40][CH:39]=[CH:38][CH:37]=4)=[O:33])=[C:15]([CH2:18][O:19][C:20](=[O:31])[CH2:21][O:22][C:23]4[CH:28]=[CH:27][C:26]([O:29][CH3:30])=[CH:25][CH:24]=4)[CH2:16][S:17][C@H:12]23)=O)C=CC=CC=1.P(Cl)(Cl)(Cl)(Cl)Cl.N1C=CC=CC=1>CO>[NH2:10][CH:11]1[C:48](=[O:49])[N:13]2[C:14]([C:32]([O:34][CH:35]([C:42]3[CH:43]=[CH:44][CH:45]=[CH:46][CH:47]=3)[C:36]3[CH:37]=[CH:38][CH:39]=[CH:40][CH:41]=3)=[O:33])=[C:15]([CH2:18][O:19][C:20](=[O:31])[CH2:21][O:22][C:23]3[CH:24]=[CH:25][C:26]([O:29][CH3:30])=[CH:27][CH:28]=3)[CH2:16][S:17][C@H:12]12. Procedure: Benzhydryl 7-(2-phenylacetamido)-3-[2-(4-methoxyphenoxy)acetoxymethyl]-3-cephem-4-carboxylate (6.0 g.), phosphorus pentachloride (5.65 g.), pyridine (2.2 g.) and methanol (7.3 ml.) were reacted according to a similar manner to that of Preparation 30 (4) to give benzhydryl 7-amino-3-[2-(4-methoxyphenoxy)acetoxymethyl]-3-cephem-4-carboxylate (4.6 g.).